The task is: describe an organic reaction: reactants, conditions, products, and yield. This data is from the Open Reaction Database (ORD), a public repository of structured organic reaction records. Starting materials: ON=C1CCC2=CC(=CC=C12)C1=NC2=C(N1C)C=CC(=C2)C(=O)NCCC(=O)OC (2-(1-hydroxyimino-5-indanyl)-5-[(2-methoxycarbonyl-ethyl)-aminocarbonyl]-1-methyl-benzimidazole), [H][H] (hydrogen), Cl (hydrochloric acid). Reagents/catalysts: [Pd] (palladium/charcoal). Run in CO (methanol). The product is NC1CCC2=CC(=CC=C12)C1=NC2=C(N1C)C=CC(=C2)C(=O)NCCC(=O)OC (2-(1-Amino-5-indanyl)-5-[(2-methoxycarbonyl-ethyl)-aminocarbonyl] -1-methyl-benzimidazole). As a reaction SMILES: O[N:2]=[C:3]1[C:11]2[C:6](=[CH:7][C:8]([C:12]3[N:16]([CH3:17])[C:15]4[CH:18]=[CH:19][C:20]([C:22]([NH:24][CH2:25][CH2:26][C:27]([O:29][CH3:30])=[O:28])=[O:23])=[CH:21][C:14]=4[N:13]=3)=[CH:9][CH:10]=2)[CH2:5][CH2:4]1.[H][H].Cl>[Pd].CO>[NH2:2][CH:3]1[C:11]2[C:6](=[CH:7][C:8]([C:12]3[N:16]([CH3:17])[C:15]4[CH:18]=[CH:19][C:20]([C:22]([NH:24][CH2:25][CH2:26][C:27]([O:29][CH3:30])=[O:28])=[O:23])=[CH:21][C:14]=4[N:13]=3)=[CH:9][CH:10]=2)[CH2:5][CH2:4]1. Reported procedure: Prepared from 2-(1-hydroxyimino-5-indanyl)-5-[(2-methoxycarbonyl-ethyl)-aminocarbonyl]-1-methyl-benzimidazole by reduction with 5 bars of hydrogen in a 50:1 mixture of methanol and methanolic hydrochloric acid at ambient temperature in the presence of 10% palladium/charcoal. Reactants: O=C([O-])[O-], Cc1cc2c(c(=O)o1)C(=O)CC(C(C)C)O2, CC(C)O, [K+], [K+]. Yields the product Cc1cc(O)c(C(=O)C=CC(C)C)c(=O)o1. Reaction SMILES: [C:17](=[O:18])([O-:19])[O-:20].[CH3:1][c:2]1[cH:3][c:4]2[c:9]([c:10](=[O:12])[o:11]1)[C:8](=[O:13])[CH2:7][CH:6]([CH:14]([CH3:15])[CH3:16])[O:5]2.[CH3:23][CH:24]([OH:25])[CH3:26].[K+:21].[K+:22]>>[CH3:1][c:2]1[cH:3][c:4]([OH:5])[c:9]([C:8]([CH:7]=[CH:6][CH:14]([CH3:15])[CH3:16])=[O:13])[c:10](=[O:12])[o:11]1. The reactants are ClC1=C(C=CC(=C1)Cl)C=1N=C(C(=NC1CC)N[C@H]1[C@H](CC2=CC=CC=C12)OCC)CC (5-(2,4-dichlorophenyl)-N-[(1R,2S)-2-ethoxy-2,3-dihydro-1H-inden-1-yl]-3,6-diethylpyrazin-2-amine), ClC1=C(C=CC(=C1)N(C)C)C=1N=C(C(=NC1CC)NC1C(CC2=CC=CC=C12)O)CC ({5-[2-chloro-4-(dimethylamino)phenyl]-3,6-diethylpyrazin-2-yl}amino 2,3-dihydro-1H-inden-2-ol), BrCCF (1-bromo-2-fluoroethane). Yields the product ClC1=C(C=CC(=C1)N(C)C)C=1N=C(C(=NC1CC)N[C@H]1[C@H](CC2=CC=CC=C12)OCCF)CC (5-[2-chloro-4-(dimethylamino)phenyl]-3,6-diethyl-N-[(1R,2S)-2-(2-fluoroethoxy)-2,3-dihydro-1H-inden-1-yl]pyrazin-2-amine). As a reaction SMILES: ClC1C=C(Cl)C=CC=1C1N=C(CC)C(N[C@@H]2C3C(=CC=CC=3)C[C@@H]2OCC)=NC=1CC.[Cl:32][C:33]1[CH:38]=[C:37]([N:39]([CH3:41])[CH3:40])[CH:36]=[CH:35][C:34]=1[C:42]1[N:43]=[C:44]([CH2:61][CH3:62])[C:45]([NH:50][CH:51]2[C:59]3[C:54](=[CH:55][CH:56]=[CH:57][CH:58]=3)[CH2:53][CH:52]2[OH:60])=[N:46][C:47]=1[CH2:48][CH3:49].Br[CH2:64][CH2:65][F:66]>>[Cl:32][C:33]1[CH:38]=[C:37]([N:39]([CH3:41])[CH3:40])[CH:36]=[CH:35][C:34]=1[C:42]1[N:43]=[C:44]([CH2:61][CH3:62])[C:45]([NH:50][C@@H:51]2[C:59]3[C:54](=[CH:55][CH:56]=[CH:57][CH:58]=3)[CH2:53][C@@H:52]2[O:60][CH2:64][CH2:65][F:66])=[N:46][C:47]=1[CH2:48][CH3:49]. Procedure details: Following the procedure for the preparation of 5-(2,4-dichlorophenyl)-N-[(1R,2S)-2-ethoxy-2,3-dihydro-1H-inden-1-yl]-3,6-diethylpyrazin-2-amine but substituting (1R,2S)-1-({5-[2-chloro-4-(dimethylamino)phenyl]-3,6-diethylpyrazin-2-yl}amino 2,3-dihydro-1H-inden-2-ol and 1-bromo-2-fluoroethane and making non-critical variations provided the title compound as a light yellow amorphous solid. IR (diffuse reflectance) 2969, 2932, 2907, 2877, 1608, 1563, 1545, 1483, 1447, 1392, 1353, 1207, 1177, 1123, ... Reactants: Fc1ccc(Br)c2ccc(Cl)nc12, C[O-], CO, [Na+], O. Product: COc1ccc2c(Br)ccc(F)c2n1. RXN SMILES: [Br:1][c:2]1[c:3]2[cH:4][cH:5][c:6]([Cl:13])[n:7][c:8]2[c:9]([F:12])[cH:10][cH:11]1.[CH3:14][O-:15].[CH3:17][OH:18].[Na+:16].[OH2:19]>>[Br:1][c:2]1[c:3]2[cH:4][cH:5][c:6]([O:15][CH3:14])[n:7][c:8]2[c:9]([F:12])[cH:10][cH:11]1. The reactants are C(C(C)C)(=O)OCCl (chloromethyl isobutyrate), C(C1=CC=CC=C1)(=O)OCC[C@H]1C(OC[C@@H](C(O[C@H]([C@@H]1OC(C(C)C)=O)C)=O)NC(C1=NC=CC(=C1O)OC)=O)=O (2-((3S,7R,8R,9S)-3-(3-hydroxy-4-methoxypicolinamido)-8-(isobutyryloxy)-9-methyl-2,6-dioxo-1,5-dioxonan-7-yl)ethyl benzoate), C(=O)([O-])[O-].[Na+].[Na+] (Na2CO3), [Na+].[I-] (NaI). Run in CC(=O)C (acetone). Reaction conditions: temperature 50 celsius, time 8 hour. Product: C(C1=CC=CC=C1)(=O)OCC[C@H]1C(OC[C@@H](C(O[C@H]([C@@H]1OC(C(C)C)=O)C)=O)NC(C1=NC=CC(=C1OCOC(C(C)C)=O)OC)=O)=O (2-((3S,7R,8R,9S)-8-(isobutyryloxy)-3-(3-(isobutyryloxymethoxy)-4-methoxypicolinamido)-9-methyl-2,6-dioxo-1,5-dioxonan-7-yl)ethyl benzoate). Isolated yield 59.8%. RXN SMILES: [C:1]([O:9][CH2:10][CH2:11][C@@H:12]1[C@@H:20]([O:21][C:22](=[O:26])[CH:23]([CH3:25])[CH3:24])[C@H:19]([CH3:27])[O:18][C:17](=[O:28])[C@@H:16]([NH:29][C:30](=[O:40])[C:31]2[C:36]([OH:37])=[C:35]([O:38][CH3:39])[CH:34]=[CH:33][N:32]=2)[CH2:15][O:14][C:13]1=[O:41])(=[O:8])[C:2]1[CH:7]=[CH:6][CH:5]=[CH:4][CH:3]=1.C([O-])([O-])=O.[Na+].[Na+].[Na+].[I-].[C:50]([O:55][CH2:56]Cl)(=[O:54])[CH:51]([CH3:53])[CH3:52]>CC(C)=O>[C:1]([O:9][CH2:10][CH2:11][C@@H:12]1[C@@H:20]([O:21][C:22](=[O:26])[CH:23]([CH3:25])[CH3:24])[C@H:19]([CH3:27])[O:18][C:17](=[O:28])[C@@H:16]([NH:29][C:30](=[O:40])[C:31]2[C:36]([O:37][CH2:56][O:55][C:50](=[O:54])[CH:51]([CH3:53])[CH3:52])=[C:35]([O:38][CH3:39])[CH:34]=[CH:33][N:32]=2)[CH2:15][O:14][C:13]1=[O:41])(=[O:8])[C:2]1[CH:7]=[CH:6][CH:5]=[CH:4][CH:3]=1 |f:1.2.3,4.5|. Procedure: To a mixture of 2-((3S,7R,8R,9S)-3-(3-hydroxy-4-methoxypicolinamido)-8-(isobutyryloxy)-9-methyl-2,6-dioxo-1,5-dioxonan-7-yl)ethyl benzoate (50 mg, 0.087 mmol), Na2CO3 (15 mg, 0.14 mmol) and NaI (3.09 mg, 0.021 mmol) in acetone (0.6 mL) was added chloromethyl isobutyrate (15.4 mg, 0.114 mmol) slowly at room temperature (about 22° C.). The resulting reaction mixture was warmed to 50° C. and stirred at 50° C. overnight. The solvent was evaporated and the crude residue was purified via flash chromat... Product: CCOC1CN(C(=O)OCc2ccccc2)CC1Nc1nc(CC)c(-c2ccc(Cl)cc2Cl)nc1CC. The reactants are CCOC1CN(C(=O)OCc2ccccc2)CC1Nc1nc(CC)c(-c2cnc(N(C)C)cc2C)nc1CC, OB(O)c1ccc(Cl)cc1Cl. Reaction SMILES: [CH3:1][N:2]([CH3:3])[c:4]1[n:5][cH:6][c:7](-[c:9]2[n:10][c:11]([CH2:36][CH3:37])[c:12]([NH:17][CH:18]3[CH2:19][N:20]([C:26](=[O:27])[O:28][CH2:29][c:30]4[cH:31][cH:32][cH:33][cH:34][cH:35]4)[CH2:21][CH:22]3[O:23][CH2:24][CH3:25])[n:13][c:14]2[CH2:15][CH3:16])[c:8]([CH3:38])[cH:39]1.[Cl:40][c:41]1[c:42]([B:48]([OH:49])[OH:50])[cH:43][cH:44][c:45]([Cl:47])[cH:46]1>>[c:9]1(-[c:42]2[c:41]([Cl:40])[cH:46][c:45]([Cl:47])[cH:44][cH:43]2)[n:10][c:11]([CH2:36][CH3:37])[c:12]([NH:17][CH:18]2[CH2:19][N:20]([C:26](=[O:27])[O:28][CH2:29][c:30]3[cH:31][cH:32][cH:33][cH:34][cH:35]3)[CH2:21][CH:22]2[O:23][CH2:24][CH3:25])[n:13][c:14]1[CH2:15][CH3:16]. The reactants are Cl.CNOC.ClC1=C(C=C(C=C1)C=1N=C(NC1C1=CC=NC=C1)C(C(=O)N(C)OC)(C)C)O (2-[4-(4-Chloro-3-hydroxy-phenyl)-5-pyridin-4-yl-1H-imidazol-2-yl]-N-methoxy-N-methyl-isobutyramide N,O-Dimethylhydroxylamine hydrochloride), product, N1=CC=CC=C1 (pyridine). The solvent is C(C)#N (acetonitrile), C(C)#N (acetonitrile). Conditions: temperature 0 celsius, time 16 hour. Yields the product ClC1=C(C=C(C=C1)C=1N=C(NC1C1=CC=NC=C1)C(CN1CCOCC1)(C)C)O (2-Chloro-5-[2-(1,1-dimethyl-2-morpholin-4-yl-ethyl)-5-pyridin-4-yl-1H-imidazol-4-yl]-phenol). The yield is 53.0%. Reaction SMILES: Cl.CN[O:4][CH3:5].[Cl:6][C:7]1[CH:12]=[CH:11][C:10]([C:13]2[N:14]=[C:15]([C:24]([CH3:32])([CH3:31])[C:25]([N:27](OC)[CH3:28])=O)[NH:16][C:17]=2[C:18]2[CH:23]=[CH:22][N:21]=[CH:20][CH:19]=2)=[CH:9][C:8]=1[OH:33].N1C=CC=[CH:36][CH:35]=1>C(#N)C>[Cl:6][C:7]1[CH:12]=[CH:11][C:10]([C:13]2[N:14]=[C:15]([C:24]([CH3:31])([CH3:32])[CH2:25][N:27]3[CH2:28][CH2:5][O:4][CH2:36][CH2:35]3)[NH:16][C:17]=2[C:18]2[CH:19]=[CH:20][N:21]=[CH:22][CH:23]=2)=[CH:9][C:8]=1[OH:33] |f:0.1.2|. Procedure details: 2-[4-(4-Chloro-3-methoxy-phenyl)-5-pyridin-4-yl-1H-imidazol-2-yl]-2-methyl-propionic acid methyl ester The title compound (5.1 g, 36%) was prepared from the product of Example 1 Step 3 and 2,2-dimethyl-3-oxo-propionic acid methyl ester (H. Kim et al, Synth. Commun., 1997, 27, 2505) using the method described in Example 1 Step 4; MS(ES+) m/e 386/388 [M+H]+. Step 2. 2-[4-(4-Chloro-3-hydroxy-phenyl)-5-pyridin-4-yl-1yl-1H-imidazol-2-yl]-2-methyl-propionic acid A solution of the product of Step 1 (5.... Starting materials: ClC1=CC=C2C(C(=CN(C2=C1)C1CC1)C(=O)O)=O (7-chloro-1-cyclopropyl-1,4-dihydro-4-oxo-quinoline-3-carboxylic acid), C(CN)N (ethylenediamine), C(Cl)Cl (DCM). Run in CO (MeOH), CN1C(CCC1)=O (1-methyl-2-pyrrolidinone). Run at temperature 130 celsius. Yields the product NCCNC1=CC=C2C(C(=CN(C2=C1)C1CC1)C(=O)O)=O (7-[(2-amino-ethyl)amino]-1-cyclopropyl-1,4-dihydro-4-oxo-quinoline-3-carboxylic acid). The yield is 41.8%. Reaction SMILES: Cl[C:2]1[CH:11]=[C:10]2[C:5]([C:6](=[O:18])[C:7]([C:15]([OH:17])=[O:16])=[CH:8][N:9]2[CH:12]2[CH2:14][CH2:13]2)=[CH:4][CH:3]=1.[CH2:19]([NH2:22])[CH2:20][NH2:21].C(Cl)Cl>CN1CCCC1=O.CO>[NH2:21][CH2:20][CH2:19][NH:22][C:2]1[CH:11]=[C:10]2[C:5]([C:6](=[O:18])[C:7]([C:15]([OH:17])=[O:16])=[CH:8][N:9]2[CH:12]2[CH2:14][CH2:13]2)=[CH:4][CH:3]=1. Procedure details: To a solution of 7-chloro-1-cyclopropyl-1,4-dihydro-4-oxo-quinoline-3-carboxylic acid (2.0 g) in 1-methyl-2-pyrrolidinone (20 mL) was added ethylenediamine (2.3 g). The mixture was heated at 130° C. for 10 h. The reaction mixture was cooled and poured into DCM (20 mL). The precipitate obtained was dispersed in MeOH, filtered to give the title compound (910 mg).